Dataset: the Open Reaction Database (ORD), a public repository of structured organic reaction records. Task: describe an organic reaction: reactants, conditions, products, and yield Starting materials: C1(=CC=CC=C1)CCN1CCC2(CC1)OC1=CC=C(C=C1C(C2)=O)/C=C/C(=O)O ((E)-3-{1′-(2-phenyl-ethyl)-4-oxo-spiro[chromane-2,4′-piperidine]-6-yl}-acrylic acid), TEA, NOC1OCCCC1 (NH2OTHP). Solvent: C(Cl)Cl (DCM). Yields the product C1(=CC=CC=C1)CCN1CCC2(CC1)OC1=CC=C(C=C1C(C2)=O)/C=C/C(=O)NOC2OCCCC2 ((E)-3-{1′-(2-phenyl-ethyl)-4-oxo-spiro[chromane-2,4′-piperidine]-6-yl}-N-(tetrahydro-pyran-2-yloxy)-acrylamide). As a reaction SMILES: [C:1]1([CH2:7][CH2:8][N:9]2[CH2:14][CH2:13][C:12]3([CH2:23][C:22](=[O:24])[C:21]4[C:16](=[CH:17][CH:18]=[C:19](/[CH:25]=[CH:26]/[C:27](O)=[O:28])[CH:20]=4)[O:15]3)[CH2:11][CH2:10]2)[CH:6]=[CH:5][CH:4]=[CH:3][CH:2]=1.[NH2:30][O:31][CH:32]1[CH2:37][CH2:36][CH2:35][CH2:34][O:33]1>C(Cl)Cl>[C:1]1([CH2:7][CH2:8][N:9]2[CH2:14][CH2:13][C:12]3([CH2:23][C:22](=[O:24])[C:21]4[C:16](=[CH:17][CH:18]=[C:19](/[CH:25]=[CH:26]/[C:27]([NH:30][O:31][CH:32]5[CH2:37][CH2:36][CH2:35][CH2:34][O:33]5)=[O:28])[CH:20]=4)[O:15]3)[CH2:11][CH2:10]2)[CH:6]=[CH:5][CH:4]=[CH:3][CH:2]=1. Reported procedure: (E)-3-{1′-(2-Phenyl-ethyl)-4-oxo-spiro[chromane-2,4′-piperidine]-6-yl}-acrylic acid (1.71 g, 4.00 mmol) obtained in Step B was suspended in DCM (50 ml). TEA (0.84 ml, 6.0 mmol) was added and the clear solution was treated with NH2OTHP following the procedure described in Example 1, Step B, giving (E)-3-{1′-(2-phenyl-ethyl)-4-oxo-spiro[chromane-2,4′-piperidine]-6-yl}-N-(tetrahydro-pyran-2-yloxy)-acrylamide (1.62 g) as a light yellow solid.